Dataset: the Open Reaction Database (ORD), a public repository of structured organic reaction records. Task: describe an organic reaction: reactants, conditions, products, and yield Reactants: ClC1=NCCC1 (2-chloro-1-pyrroline), product, CC1=C(N)C=CC(=C1)N(C(C)=O)C (2-Methyl-4-(N-methylacetamido)aniline). The solvent is C1(=CC=CC=C1)C (toluene), C1(=CC=CC=C1)C (toluene), C1(=CC=CC=C1)C (toluene). Product: Cl.CC1=C(C=CC(=C1)N(C(C)=O)C)NC1=NCCC1 (2-[(2-Methyl-4-(N-methylacetamido)phenyl)amino]-1-pyrroline, hydrochloride), hydrochloride salt. RXN SMILES: [Cl:1][C:2]1[CH2:6][CH2:5][CH2:4][N:3]=1.[CH3:7][C:8]1[CH:14]=[C:13]([N:15]([CH3:19])[C:16](=[O:18])[CH3:17])[CH:12]=[CH:11][C:9]=1[NH2:10]>C1(C)C=CC=CC=1>[ClH:1].[CH3:7][C:8]1[CH:14]=[C:13]([N:15]([CH3:19])[C:16](=[O:18])[CH3:17])[CH:12]=[CH:11][C:9]=1[NH:10][C:2]1[CH2:6][CH2:5][CH2:4][N:3]=1 |f:3.4|. Reported procedure: A mixture of 2-chloro-1-pyrroline, prepared as in Example 1 using toluene instead of acetonitrile, and 0.8 g of the product aniline of Example 38 in anhydrous toluene was heated at reflux for five hours. Upon cooling the toluene was removed by decanting and the residue was partitioned between water and dichloromethane. The aqueous layer was made alkaline with 50% sodium hydroxide and extracted with dichloromethane. The organic phase was dried over potassium carbonate, filtered, concentrated to a... Starting materials: ClCC(=O)NC(=O)OC1C(C(C(CC1)(O)CSC1=CC=CC=C1)C1(C(CC=C(C)C)O1)C)OC (4-O-(chloroacetylcarbamoyl)-2-(1,2-epoxy-1,5-dimethyl-4-h-exenyl)-3-methoxy-1-phenylthiomethyl-1,4-cyclohexanediol), ClC1=CC(=CC=C1)C(=O)OO (m-chloroperbenzoic acid). The solvent is ClCCl (dichloromethane), C(C)(=O)OCC (ethyl acetate). The product is ClCC(=O)NC(=O)OC1C(C(C(CC1)(O)CS(=O)C1=CC=CC=C1)C1(C(CC=C(C)C)O1)C)OC (4-O-(chloroacetylcarbamoyl)-2-(1,2-epoxy-1,5-dimethyl-4-hexenyl)-3-methoxy-1-phenylsulfinylmethyl-1,4-cyclohexanediol). Isolated yield 84.8%. As a reaction SMILES: [Cl:1][CH2:2][C:3]([NH:5][C:6]([O:8][CH:9]1[CH2:14][CH2:13][C:12]([CH2:16][S:17][C:18]2[CH:23]=[CH:22][CH:21]=[CH:20][CH:19]=2)([OH:15])[CH:11]([C:24]2([CH3:32])[O:31][CH:25]2[CH2:26][CH:27]=[C:28]([CH3:30])[CH3:29])[CH:10]1[O:33][CH3:34])=[O:7])=[O:4].ClC1C=CC=C(C(OO)=[O:43])C=1>ClCCl.C(OCC)(=O)C>[Cl:1][CH2:2][C:3]([NH:5][C:6]([O:8][CH:9]1[CH2:14][CH2:13][C:12]([CH2:16][S:17]([C:18]2[CH:23]=[CH:22][CH:21]=[CH:20][CH:19]=2)=[O:43])([OH:15])[CH:11]([C:24]2([CH3:32])[O:31][CH:25]2[CH2:26][CH:27]=[C:28]([CH3:29])[CH3:30])[CH:10]1[O:33][CH3:34])=[O:7])=[O:4]. Procedure: In dichloromethane (2 ml) was dissolved 4-O-(chloroacetylcarbamoyl)-2-(1,2-epoxy-1,5-dimethyl-4-h-exenyl)-3-methoxy-1-phenylthiomethyl-1,4-cyclohexanediol (200 mg). To the solution was added, under ice-cooling, m-chloroperbenzoic acid (80.9 mg), and the mixture was stirred for 30 minutes. The reaction mixture was diluted with ethyl acetate (70 ml), which was washed with a saturated aqueous solution of sodium hydrogencarbonate and a saturated aqueous saline solution, followed by drying over anhyd... The reactants are CO, N, COC(=O)c1sc(-n2cnc3cnc(C(=O)NCCN4CCOCC4)cc32)cc1OCc1ccccc1C(F)(F)F. Product: NC(=O)c1sc(-n2cnc3cnc(C(=O)NCCN4CCOCC4)cc32)cc1OCc1ccccc1C(F)(F)F. As a reaction SMILES: [CH3:43][OH:44].[NH3:42].[O:1]1[CH2:2][CH2:3][N:4]([CH2:7][CH2:8][NH:9][C:10](=[O:11])[c:12]2[cH:13][c:14]3[c:15]([cH:16][n:17]2)[n:18][cH:19][n:20]3-[c:21]2[cH:22][c:23]([O:30][CH2:31][c:32]3[c:33]([C:38]([F:39])([F:40])[F:41])[cH:34][cH:35][cH:36][cH:37]3)[c:24]([C:26]([O:28][CH3:27])=[O:29])[s:25]2)[CH2:5][CH2:6]1>>[O:1]1[CH2:2][CH2:3][N:4]([CH2:7][CH2:8][NH:9][C:10](=[O:11])[c:12]2[cH:13][c:14]3[c:15]([cH:16][n:17]2)[n:18][cH:19][n:20]3-[c:21]2[cH:22][c:23]([O:30][CH2:31][c:32]3[c:33]([C:38]([F:39])([F:40])[F:41])[cH:34][cH:35][cH:36][cH:37]3)[c:24]([C:26](=[O:28])[NH2:42])[s:25]2)[CH2:5][CH2:6]1. The reactants are CO, COC(=O)c1c[nH]c(Sc2cccc(C(F)(F)F)c2)c1, [Na+], [OH-]. Product: O=C(O)c1c[nH]c(Sc2cccc(C(F)(F)F)c2)c1. RXN SMILES: [CH3:23][OH:24].[F:1][C:2]([c:3]1[cH:4][c:5]([S:9][c:10]2[cH:11][c:12]([C:15](=[O:16])[O:17][CH3:18])[cH:13][nH:14]2)[cH:6][cH:7][cH:8]1)([F:19])[F:20].[Na+:22].[OH-:21]>>[F:1][C:2]([c:3]1[cH:4][c:5]([S:9][c:10]2[cH:11][c:12]([C:15](=[O:16])[OH:17])[cH:13][nH:14]2)[cH:6][cH:7][cH:8]1)([F:19])[F:20].